From a dataset of the Open Reaction Database (ORD), a public repository of structured organic reaction records. describe an organic reaction: reactants, conditions, products, and yield Reactants: C(CC)N1C(COC2=C1C=C(C=C2)N2C(C(=C(C2=O)C)C)=O)=O (1-[4-propyl-2H-1,4-benzoxazin-3(4H)-on-6-yl]-3,4-dimethyl-2,5-dioxo-2,5-dihydropyrrole), [BH4-].[Na+] (sodium borohydride). Reagents/catalysts: C(C)(=O)O (acetic acid). The solvent is CO (methanol). Run at time 3 hour. Product: C(CC)N1C(COC2=C1C=C(C=C2)N2C(C(=C(C2=O)C)C)O)=O (1-[4-propyl-2H-1,4-benzoxazin-3(4H)-on-6-yl]-3,4-dimethyl-2-hydroxy-5-oxo-2,5-dihydropyrrole). Isolated yield 69.1%. RXN SMILES: [CH2:1]([N:4]1[C:9]2[CH:10]=[C:11]([N:14]3[C:18](=[O:19])[C:17]([CH3:20])=[C:16]([CH3:21])[C:15]3=[O:22])[CH:12]=[CH:13][C:8]=2[O:7][CH2:6][C:5]1=[O:23])[CH2:2][CH3:3].[BH4-].[Na+]>CO.C(O)(=O)C>[CH2:1]([N:4]1[C:9]2[CH:10]=[C:11]([N:14]3[C:15](=[O:22])[C:16]([CH3:21])=[C:17]([CH3:20])[CH:18]3[OH:19])[CH:12]=[CH:13][C:8]=2[O:7][CH2:6][C:5]1=[O:23])[CH2:2][CH3:3] |f:1.2|. Procedure details: 1.15 g of 1-[4-propyl-2H-1,4-benzoxazin-3(4H)-on-6-yl]-3,4-dimethyl-2,5-dioxo-2,5-dihydropyrrole was dissolved in 100 ml of methanol, and 0.09 g of sodium borohydride was added at room temperature. The mixture was stirred at this temperature for 3 hours. One drop of acetic acid was added, and methanol was evaporated. The concentrated residue was extracted with dichloromethane, washed with water and dried. The solvent was evaporated, and the precipitated crystals were recrystallized with ethanol ... The reactants are C(C(C)C)C(=O)C1CC(=C(CC1)C)C (3,4-dimethylcyclohex-3-enyl isobutyl ketone), C(C)O (ethanol), C=O (formaldehyde), [OH-].[K+] (potassium hydroxide). Run in CO (methanol), C(C)(=O)O (acetic acid). Yields the product C(C(C)C)C(=O)C1(CC(=C(CC1)C)C)CO (3,4-Dimethyl-1-hydroxymethyl-cyclohex-3-enyl isobutyl ketone). As a reaction SMILES: [CH2:1]([C:5]([CH:7]1[CH2:12][CH2:11][C:10]([CH3:13])=[C:9]([CH3:14])[CH2:8]1)=[O:6])[CH:2]([CH3:4])[CH3:3].[CH2:15]([OH:17])C.C=O.[OH-].[K+]>CO.C(O)(=O)C>[CH2:1]([C:5]([C:7]1([CH2:15][OH:17])[CH2:12][CH2:11][C:10]([CH3:13])=[C:9]([CH3:14])[CH2:8]1)=[O:6])[CH:2]([CH3:4])[CH3:3] |f:3.4|. Procedure details: A mixture of 65.6 g (0.338 mole) of 3,4-dimethylcyclohex-3-enyl isobutyl ketone (Example XXII), 120 ml of ethanol and 109.6 g of 37% strength formaldehyde solution (=1.35 moles) is brought to a pH of 11-12 with a 15% strength solution of potassium hydroxide in methanol, and is then refluxed for 44 hours, the pH being checked. Thereafter the solution is brought to pH 5 with glacial acetic acid and the solvent is distilled off under reduced pressure. Water is added to the residue and after saturat... Starting materials: ClC=1C2=C(N=CN1)NC(=C2)C2=CC=C(C=C2)C2=CC=CC=C2 (4-chloro-6-(biphen-4-yl)-7H-pyrrolo[2,3-d]-pyrimidine), ClC=1C=C(N)C=CC1 (3-chloro-aniline). Solvent: C(CCC)O (butanol). Reaction conditions: time 8 hour. Product: ClC=1C=C(NC=2C3=C(N=CN2)NC(=C3)C3=CC=C(C=C3)C3=CC=CC=C3)C=CC1 (4-(3-Chloro-anilino)-6-(biphen-4-yl)-7H-pyrrolo[2,3-d]pyrimidine). As a reaction SMILES: Cl[C:2]1[C:3]2[CH:10]=[C:9]([C:11]3[CH:16]=[CH:15][C:14]([C:17]4[CH:22]=[CH:21][CH:20]=[CH:19][CH:18]=4)=[CH:13][CH:12]=3)[NH:8][C:4]=2[N:5]=[CH:6][N:7]=1.[Cl:23][C:24]1[CH:25]=[C:26]([CH:28]=[CH:29][CH:30]=1)[NH2:27]>C(O)CCC>[Cl:23][C:24]1[CH:25]=[C:26]([CH:28]=[CH:29][CH:30]=1)[NH:27][C:2]1[C:3]2[CH:10]=[C:9]([C:11]3[CH:16]=[CH:15][C:14]([C:17]4[CH:18]=[CH:19][CH:20]=[CH:21][CH:22]=4)=[CH:13][CH:12]=3)[NH:8][C:4]=2[N:5]=[CH:6][N:7]=1. Reported procedure: A suspension of 220 mg (0.72 mmol) of 4-chloro-6-(biphen-4-yl)-7H-pyrrolo[2,3-d]-pyrimidine and 151 μl (1.44 mmol) of 3-chloro-aniline in 5 ml of butanol is heated at boiling overnight. Cooling, filtering and washing with a large amount of ethanol and, finally, hexane yield the title compound; 1H-NMR (200 MHz, DMSO-d6): 12.46 (sb, 1H), 9.6 (s, 1H), 8.40 (s, 1H), 8.28 (m, 1H), 7.98 (d, J=8, 2H), 7.8 (m, 5H), 7.52 and 7.38 (2t, J=8, each 2H), 7.30 (s, 1H), 7.08 (db, J=8, 1H); MS: (M)+ =397. Reactants: CC1=C(NC(=C1C(=O)OCC)C)C(=O)OCC (3,5-Dimethyl-2,4-pyrrole dicarboxylic acid, diethyl ester). Solvent: S(O)(O)(=O)=O (sulfuric acid). Reaction conditions: time 8 hour. The product is C(=O)(O)CCN1C=C(C(=C1C)C(=O)O)C (2-Carboxyethyl-3,5-dimethyl-1H-pyrrole-4-carboxylic acid). Isolated yield 157.7%. As a reaction SMILES: [CH3:1][C:2]1[C:6]([C:7]([O:9]CC)=[O:8])=[C:5]([CH3:12])[NH:4][C:3]=1C(OCC)=O>S(=O)(=O)(O)O>[C:7]([CH2:6][CH2:5][N:4]1[C:5]([CH3:12])=[C:6]([C:7]([OH:9])=[O:8])[C:2]([CH3:1])=[CH:3]1)([OH:9])=[O:8]. Procedure details: 3,5-Dimethyl-2,4-pyrrole dicarboxylic acid, diethyl ester (200 g, 836 mmol) was placed in a 1 L beaker and treated with 400 mL concentrated sulfuric acid (H2SO4). The mixture was stirred, heated to 45 C with the aid of a heat gun and then maintained at 36–42 C for 25 minutes. The reaction mixture was poured into 3 L crushed ice and stirred for 30 minutes. The yellow solid was recovered by filtration and washed with 200 mL water. The solid was transferred to a 4 L Erlenmeyer flask and treated wit... Starting materials: C(C1=CC=CC=C1)=C1OC(C2=CC=C(C=C12)Br)=O (3-Benzylidene-5-bromo-3H-isobenzofuran-1-one), NN (hydrazine). The solvent is C(C)O (ethanol). Yields the product C(C1=CC=CC=C1)C1=NNC(C2=CC=C(C=C12)Br)=O (4-Benzyl-6-bromo-2H-phthalazin-1-one). RXN SMILES: [CH:1](=[C:8]1[C:16]2[C:11](=[CH:12][CH:13]=[C:14]([Br:17])[CH:15]=2)[C:10](=O)[O:9]1)[C:2]1[CH:7]=[CH:6][CH:5]=[CH:4][CH:3]=1.[NH2:19][NH2:20]>C(O)C>[CH2:1]([C:8]1[C:16]2[C:11](=[CH:12][CH:13]=[C:14]([Br:17])[CH:15]=2)[C:10](=[O:9])[NH:20][N:19]=1)[C:2]1[CH:7]=[CH:6][CH:5]=[CH:4][CH:3]=1. Procedure: To a solution of EXAMPLE 1D (778 mg, 2.58 mmol) in ethanol (10 mL) was added hydrazine (83 mg, 2.58 mmol) and the mixture was refluxed for 2 hours. After cooling, the precipitated solid was collected by filtration and dried under vacuum to yield the title compound. MS (ESI) m/z 316 (M+H)+. The reactants are Brc1cccnc1Br, O=C1CCC1, CC(C)[Mg+], [Cl-], [Cl-], [Li+], C1CCOC1. The product is OC1(c2cccnc2Br)CCC1. RXN SMILES: [Br:1][c:2]1[n:3][cH:4][cH:5][cH:6][c:7]1[Br:8].[C:16]1(=[O:20])[CH2:17][CH2:18][CH2:19]1.[CH:12]([Mg+:13])([CH3:14])[CH3:15].[Cl-:11].[Cl-:9].[Li+:10].[O:21]1[CH2:22][CH2:23][CH2:24][CH2:25]1>>[Br:1][c:2]1[n:3][cH:4][cH:5][cH:6][c:7]1[C:16]1([OH:20])[CH2:17][CH2:18][CH2:19]1. Reactants: C(C)(C)(C)OC(CC1CC(OC(O1)(C)C)CCNC(=O)[C@]12[C@@H]([C@H]3CC[C@@H]4[C@]5(CC[C@@H](C([C@@H]5CC[C@]4([C@@]3(CC1)C)C)(C)C)OC(CC(C(=O)O)(C)C)=O)C)[C@@H](CC2)C(=C)C)=O (4-((1R,3aS,5aR,5bR,7aR,9S,11aR,11bR,13aR,13bR)-3a-(2-(6-(2-tert-butoxy-2-oxoethyl)-2,2-dimethyl-1,3-dioxan-4-yl)ethylcarbamoyl)-5a,5b,8,8,11a-pentamethyl-1-(prop-1-en-2-yl)icosahydro-1H-cyclopenta[a]chrysen-9-yloxy)-2,2-dimethyl-4-oxobutanoic acid), Cl (HCl). Run in CO (MeOH). Conditions: temperature 0 celsius, time 6 hour. The product is C(=O)(O)C(CC(=O)O[C@@H]1C([C@@H]2CC[C@]3([C@@]4(CC[C@@]5([C@@H]([C@H]4CC[C@@H]3[C@]2(CC1)C)[C@@H](CC5)C(=C)C)C(=O)NCCC(CC(CC(=O)O)O)O)C)C)(C)C)(C)C (7-((1R,3aS,5aR,5bR,7aR,9S,11aR,11bR,13aR,13bR)-9-(3-carboxy-3-methylbutanoyloxy)-5a,5b,8,8,11a-pentamethyl-1-(prop-1-en-2-yl)icosahydro-1H-cyclopenta[a]chrysene-3a-carboxamido)-3,5-dihydroxyheptanoic acid). The yield is 30.1%. As a reaction SMILES: C([O:5][C:6](=[O:60])[CH2:7][CH:8]1[O:13]C(C)(C)[O:11][CH:10]([CH2:16][CH2:17][NH:18][C:19]([C@:21]23[CH2:56][CH2:55][C@@H:54]([C:57]([CH3:59])=[CH2:58])[C@@H:22]2[C@@H:23]2[C@@:36]([CH3:39])([CH2:37][CH2:38]3)[C@@:35]3([CH3:40])[C@@H:26]([C@:27]4([CH3:53])[C@@H:32]([CH2:33][CH2:34]3)[C:31]([CH3:42])([CH3:41])[C@@H:30]([O:43][C:44](=[O:52])[CH2:45][C:46]([CH3:51])([CH3:50])[C:47]([OH:49])=[O:48])[CH2:29][CH2:28]4)[CH2:25][CH2:24]2)=[O:20])[CH2:9]1)(C)(C)C.Cl>CO>[C:47]([C:46]([CH3:51])([CH3:50])[CH2:45][C:44]([O:43][C@H:30]1[CH2:29][CH2:28][C@@:27]2([CH3:53])[C@@H:32]([CH2:33][CH2:34][C@:35]3([CH3:40])[C@@H:26]2[CH2:25][CH2:24][C@H:23]2[C@@:36]3([CH3:39])[CH2:37][CH2:38][C@@:21]3([C:19]([NH:18][CH2:17][CH2:16][CH:10]([OH:11])[CH2:9][CH:8]([OH:13])[CH2:7][C:6]([OH:60])=[O:5])=[O:20])[CH2:56][CH2:55][C@@H:54]([C:57]([CH3:59])=[CH2:58])[C@@H:22]32)[C:31]1([CH3:42])[CH3:41])=[O:52])([OH:49])=[O:48]. Reported procedure: 4-((1R,3aS,5aR,5bR,7aR,9S,11aR,11bR,13aR,13bR)-3a-(2-(6-(carboxymethyl)-2,2-dimethyl-1,3-dioxan-4-yl)ethylcarbamoyl)-5a,5b,8,8,11a-pentamethyl-1-(prop-1-en-2-yl)icosahydro-1H-cyclopenta[a]chrysen-9-yloxy)-2,2-dimethyl-4-oxobutanoic acid (Example 80, 0.3 g) was taken in MeOH (3 ml) and cooled the contents to 0° C. then Aq HCl (0.5 ml) was added and the contents were stirred for 6 hours at room temperature. After completion of the reaction (monitored by TLC), the reaction mixture was evaporated un... Starting materials: C(C1=CC=CC=C1)N1CC(C(CC1)C(C)O)C1=CC=C(C=C1)Cl ((RS)-1-[(3SR,4SR)-1-Benzyl-3-(4-chloro-phenyl)-piperidin-4-yl]-ethanol), example 5 ( d ), title compounds, C(C1=CC=CC=C1)N1C[C@H]([C@@H](CC1)C(C)=O)C1=CC=C(C=C1)Cl (1-[(3R,4R)-1-Benzyl-3-(4-chloro-phenyl)-piperidin-4-yl]-ethanone), [H-].[H-].[H-].[H-].[Li+].[Al+3] (LiAlH4). Product: C(C1=CC=CC=C1)N1C[C@H]([C@@H](CC1)[C@@H](C)O)C1=CC=C(C=C1)Cl ((R)-1-[(3R,4R)-1-Benzyl-3-(4-chloro-phenyl)-piperidin-4-yl]-ethanol). Reaction SMILES: [CH2:1]([N:8]1[CH2:13][CH2:12][CH:11]([CH:14]([OH:16])[CH3:15])[CH:10]([C:17]2[CH:22]=[CH:21][C:20]([Cl:23])=[CH:19][CH:18]=2)[CH2:9]1)[C:2]1[CH:7]=[CH:6][CH:5]=[CH:4][CH:3]=1.C(N1CC[C@@H](C(=O)C)[C@H](C2C=CC(Cl)=CC=2)C1)C1C=CC=CC=1.[H-].[H-].[H-].[H-].[Li+].[Al+3]>>[CH2:1]([N:8]1[CH2:13][CH2:12][C@@H:11]([C@H:14]([OH:16])[CH3:15])[C@H:10]([C:17]2[CH:22]=[CH:21][C:20]([Cl:23])=[CH:19][CH:18]=2)[CH2:9]1)[C:2]1[CH:3]=[CH:4][CH:5]=[CH:6][CH:7]=1 |f:2.3.4.5.6.7|. Procedure: In analogy to the procedure described for the synthesis of (RS)-1-[(3SR,4SR)-1-Benzyl-3-(4-chloro-phenyl)-piperidin-4-yl]-ethanol (example 5 (d)) the title compounds were synthesized from 1-[(3R,4R)-1-Benzyl-3-(4-chloro-phenyl)-piperidin-4-yl]-ethanone through reduction with LiAlH4. (R)-1-[(3R,4R)-1-Benzyl-3-(4-chloro-phenyl)-piperidin-4-yl]-ethanol was obtained as off-white solid. MS (m/e): 330.1 [(M+H)+] and (S)-1-[(3R,4R)-1-Benzyl-3-(4-chloro-phenyl)-piperidin-4-yl]-ethanol was obtained as co...